Task: describe an organic reaction: reactants, conditions, products, and yield. Dataset: the Open Reaction Database (ORD), a public repository of structured organic reaction records The reactants are CC(C)(C)OC(=O)NCCN, [BH3-]C#N, CC(=O)O, CO, O=CCc1ccc(F)c(F)c1, [Na+]. The product is CC(C)(C)OC(=O)NCCNCCc1ccc(F)c(F)c1. As a reaction SMILES: [C:1]([CH3:2])([CH3:3])([CH3:4])[O:5][C:6]([NH:7][CH2:8][CH2:9][NH2:10])=[O:11].[C:27]([BH3-:28])#[N:29].[CH3:23][C:24](=[O:25])[OH:26].[CH3:31][OH:32].[F:12][c:13]1[cH:14][c:15]([CH2:20][CH:21]=[O:22])[cH:16][cH:17][c:18]1[F:19].[Na+:30]>>[C:1]([CH3:2])([CH3:3])([CH3:4])[O:5][C:6]([NH:7][CH2:8][CH2:9][NH:10][CH2:21][CH2:20][c:15]1[cH:14][c:13]([F:12])[c:18]([F:19])[cH:17][cH:16]1)=[O:11]. Reactants: ClC=1C=C(C2=C(N=C(O2)S)C1)C(=O)OCC (5-Chloro-7-ethoxycarbonyl-2-mercaptobenzoxazole), CO (methanol), Cl (hydrochloric acid), B.[H-].[H-].[H-].[H-].[Li+].[Li+].[Li+].[Li+] (lithium tetrahydride borane). Solvent: C(C)OCC (diethyl ether). Conditions: time 2 hour. Yields the product ClC=1C=C(C2=C(N=C(O2)S)C1)CO (5-Chloro-7-hydroxymethyl-2-mercaptobenzoxazole). Isolated yield 69.6%. RXN SMILES: [Cl:1][C:2]1[CH:3]=[C:4]([C:12](OCC)=[O:13])[C:5]2[O:9][C:8]([SH:10])=[N:7][C:6]=2[CH:11]=1.B.[H-].[H-].[H-].[H-].[Li+].[Li+].[Li+].[Li+].CO.Cl>C(OCC)C>[Cl:1][C:2]1[CH:3]=[C:4]([CH2:12][OH:13])[C:5]2[O:9][C:8]([SH:10])=[N:7][C:6]=2[CH:11]=1 |f:1.2.3.4.5.6.7.8.9|. Reported procedure: 5-Chloro-7-ethoxycarbonyl-2-mercaptobenzoxazole (280 mg) was dissolved in diethyl ether (20 mL), and the mixture was added with lithium tetrahydride borane (100 mg). The mixture was stirred at 35 C.° for 2 hours. The reaction mixture was added with methanol and 1 N hydrochloric acid, and volatile components were evaporated under reduced pressure. This procedure was repeated 3 times. The resultant product was purified by silica gel chromatography (methanol:methylene chloride=1:20) to obtain the t... The product is COC(=O)c1ccc(C=Cc2ccc(-c3cc4cc(Cl)ccc4o3)cc2)cc1. RXN SMILES: [CH3:33][OH:34].[Cl-:32].[Cl:1][c:2]1[cH:3][cH:4][c:5]2[c:6]([cH:7][c:8](-[c:10]3[cH:11][cH:12][c:13]([CH:16]=[CH:17][c:18]4[cH:19][cH:20][c:21]([C:24](=[O:25])[OH:26])[cH:22][cH:23]4)[cH:14][cH:15]3)[o:9]2)[cH:27]1.[Cl:35][c:36]1[cH:37][cH:38][cH:39][cH:40][cH:41]1.[S:28]([Cl:29])([Cl:30])=[O:31].[cH:42]1[cH:43][cH:44][n:45][cH:46][cH:47]1>>[Cl:1][c:2]1[cH:3][cH:4][c:5]2[c:6]([cH:7][c:8](-[c:10]3[cH:11][cH:12][c:13]([CH:16]=[CH:17][c:18]4[cH:19][cH:20][c:21]([C:24](=[O:25])[O:26][CH3:33])[cH:22][cH:23]4)[cH:14][cH:15]3)[o:9]2)[cH:27]1. The reactants are CO, [Cl-], O=C(O)c1ccc(C=Cc2ccc(-c3cc4cc(Cl)ccc4o3)cc2)cc1, Clc1ccccc1, O=S(Cl)Cl, c1ccncc1. Reactants: C1CCOC1, COC(=O)c1ccc(CNC(=O)C2NC(CC(C)(C)C)C(C#N)(c3ccc(Cl)cc3F)C2c2cccc(Cl)c2F)cn1, [Li+], [OH-], O, O. The product is CC(C)(C)CC1NC(C(=O)NCc2ccc(C(=O)O)nc2)C(c2cccc(Cl)c2F)C1(C#N)c1ccc(Cl)cc1F. RXN SMILES: [CH2:46]1[O:47][CH2:48][CH2:49][CH2:50]1.[CH3:1][O:2][C:3](=[O:4])[c:5]1[n:6][cH:7][c:8]([CH2:11][NH:12][C:13](=[O:14])[CH:15]2[NH:16][CH:17]([CH2:38][C:39]([CH3:40])([CH3:41])[CH3:42])[C:18]([C:28]#[N:29])([c:30]3[c:31]([F:37])[cH:32][c:33]([Cl:36])[cH:34][cH:35]3)[CH:19]2[c:20]2[c:21]([F:27])[c:22]([Cl:26])[cH:23][cH:24][cH:25]2)[cH:9][cH:10]1.[Li+:45].[OH-:44].[OH2:43].[OH2:51]>>[O:2]=[C:3]([OH:4])[c:5]1[n:6][cH:7][c:8]([CH2:11][NH:12][C:13](=[O:14])[CH:15]2[NH:16][CH:17]([CH2:38][C:39]([CH3:40])([CH3:41])[CH3:42])[C:18]([C:28]#[N:29])([c:30]3[c:31]([F:37])[cH:32][c:33]([Cl:36])[cH:34][cH:35]3)[CH:19]2[c:20]2[c:21]([F:27])[c:22]([Cl:26])[cH:23][cH:24][cH:25]2)[cH:9][cH:10]1. Reactants: ClC1=NC=CC(=C1)N1CCC2=C1N=C(N=C2C=2C=NC(=NC2)N(CC2=CC=C(C=C2)OC)CC2=CC=C(C=C2)OC)N2CCOCC2 ({5-[7-(2-Chloro-pyridin-4-yl)-2-morpholin-4-yl-6,7-dihydro-5H-pyrrolo[2,3-d]pyrimidin-4-yl]-pyrimidin-2-yl}-bis-(4-methoxy-benzyl)-amine), CC(C)([O-])C.[Na+] (sodium t-butoxide), N1CCOCC1 (Morpholine), C(C(C)C)N1P2N(CCN(CC1)CCN2CC(C)C)CC(C)C (2,8,9-triisobutyl-2,5,8,9-tetraaza-1-phospha-bicyclo[3.3.3]undecane). The solvent is C1(=CC=CC=C1)C (toluene), O (water). Reaction conditions: temperature 110 celsius, time 5 minute. The product is COC1=CC=C(CN(C2=NC=C(C=N2)C=2C3=C(N=C(N2)N2CCOCC2)N(CC3)C3=CC(=NC=C3)N3CCOCC3)CC3=CC=C(C=C3)OC)C=C1 (Bis-(4-methoxy-benzyl)-{5-[2-morpholin-4-yl-7-(2-morpholin-4-yl-pyridin-4-yl)-6,7-dihydro-5H-pyrrolo[2,3-d]pyrimidin-4-yl]-pyrimidin-2-yl}-amine). Reaction SMILES: Cl[C:2]1[CH:7]=[C:6]([N:8]2[C:12]3[N:13]=[C:14]([N:42]4[CH2:47][CH2:46][O:45][CH2:44][CH2:43]4)[N:15]=[C:16]([C:17]4[CH:18]=[N:19][C:20]([N:23]([CH2:33][C:34]5[CH:39]=[CH:38][C:37]([O:40][CH3:41])=[CH:36][CH:35]=5)[CH2:24][C:25]5[CH:30]=[CH:29][C:28]([O:31][CH3:32])=[CH:27][CH:26]=5)=[N:21][CH:22]=4)[C:11]=3[CH2:10][CH2:9]2)[CH:5]=[CH:4][N:3]=1.CC(C)([O-])C.[Na+].[NH:54]1[CH2:59][CH2:58][O:57][CH2:56][CH2:55]1.C(N1CCN2CCN(CC(C)C)P1N(CC(C)C)CC2)C(C)C>C1(C)C=CC=CC=1.O>[CH3:32][O:31][C:28]1[CH:29]=[CH:30][C:25]([CH2:24][N:23]([CH2:33][C:34]2[CH:39]=[CH:38][C:37]([O:40][CH3:41])=[CH:36][CH:35]=2)[C:20]2[N:19]=[CH:18][C:17]([C:16]3[C:11]4[CH2:10][CH2:9][N:8]([C:6]5[CH:5]=[CH:4][N:3]=[C:2]([N:54]6[CH2:59][CH2:58][O:57][CH2:56][CH2:55]6)[CH:7]=5)[C:12]=4[N:13]=[C:14]([N:42]4[CH2:47][CH2:46][O:45][CH2:44][CH2:43]4)[N:15]=3)=[CH:22][N:21]=2)=[CH:26][CH:27]=1 |f:1.2|. Procedure details: To a solution of {5-[7-(2-chloro-pyridin-4-yl)-2-morpholin-4-yl-6,7-dihydro-5H-pyrrolo[2,3-d]pyrimidin-4-yl]-pyrimidin-2-yl}-bis-(4-methoxy-benzyl)-amine (50 mg) obtained in Step A, sodium t-butoxide (50 mg) and palladium dibenzylideneacetone complex (6 mg) suspended in toluene (1.5 ml), argon gas was blown for 5 minutes. Morpholine (10 μl) and 2,8,9-triisobutyl-2,5,8,9-tetraaza-1-phospha-bicyclo[3.3.3]undecane (6.9 mg) were added, followed by stirring at 110° C. for 6 hours. The reaction mixtur... Reactants: ClC1=NC=NC(=C1)OCC#C (4-chloro-6-(2-propynyloxy)pyrimidine), C([O-])([O-])=O.[K+].[K+] (potassium carbonate), CC1=C(C=CC=C1)O (2-methylphenol), [Cl-].[NH4+] (ammonium chloride). Run in CN(C=O)C (N,N-dimethylformamide). Conditions: temperature 60 celsius, time 7 hour. Yields the product CC1=C(OC2=NC=NC(=C2)OCC#C)C=CC=C1 (4-(2-methylphenoxy)-6-(2-propynyloxy)pyrimidine). Yield: 52.6%. Reaction SMILES: Cl[C:2]1[CH:7]=[C:6]([O:8][CH2:9][C:10]#[CH:11])[N:5]=[CH:4][N:3]=1.C(=O)([O-])[O-].[K+].[K+].[CH3:18][C:19]1[CH:24]=[CH:23][CH:22]=[CH:21][C:20]=1[OH:25].[Cl-].[NH4+]>CN(C)C=O>[CH3:18][C:19]1[CH:24]=[CH:23][CH:22]=[CH:21][C:20]=1[O:25][C:2]1[CH:7]=[C:6]([O:8][CH2:9][C:10]#[CH:11])[N:5]=[CH:4][N:3]=1 |f:1.2.3,5.6|. Procedure: To 5 ml of N,N-dimethylformamide were added 0.2 g of 4-chloro-6-(2-propynyloxy)pyrimidine, 0.25 g of potassium carbonate, and 0.14 g of 2-methylphenol, followed by stirring at 60° C. for 7 hours. The reaction mixture was then left for cooling to room temperature and poured into a saturated aqueous ammonium chloride solution, which was extracted three times with chloroform. The chloroform layers were combined, washed with diluted hydrochloric acid and then with water, and dried over anhydrous mag... Starting materials: C1(=CC=CC=C1)N1C(N([C@@H](C1)CCC)C1CCNCC1)=O ((R)-1-phenyl-3-piperidin-4-yl-4-propyl-imidazolidin-2-one), O=C(CCN1C(C2=CC=CC=C2C1=O)=O)C (2-(3-oxo-butyl)-isoindole-1,3-dione), [BH3-]C#N.[Na+] (NaBH3CN). The reagents and catalysts are CC(=O)O (AcOH). Solvent: CO (MeOH). The product is O=C1N([C@@H](CN1C1=CC=CC=C1)CCC)C1CCN(CC1)C(CCN1C(C2=CC=CC=C2C1=O)=O)C (2-{3-[4-((R)-2-oxo-3-phenyl-5-propyl-imidazolidin-1-yl)-piperidin-1-yl]-butyl}-isoindole-1,3-dione). As a reaction SMILES: [C:1]1([N:7]2[CH2:11][C@@H:10]([CH2:12][CH2:13][CH3:14])[N:9]([CH:15]3[CH2:20][CH2:19][NH:18][CH2:17][CH2:16]3)[C:8]2=[O:21])[CH:6]=[CH:5][CH:4]=[CH:3][CH:2]=1.O=[C:23]([CH3:37])[CH2:24][CH2:25][N:26]1[C:34](=[O:35])[C:33]2[C:28](=[CH:29][CH:30]=[CH:31][CH:32]=2)[C:27]1=[O:36].[BH3-]C#N.[Na+]>CC(O)=O.CO>[O:21]=[C:8]1[N:7]([C:1]2[CH:2]=[CH:3][CH:4]=[CH:5][CH:6]=2)[CH2:11][C@@H:10]([CH2:12][CH2:13][CH3:14])[N:9]1[CH:15]1[CH2:20][CH2:19][N:18]([CH:23]([CH3:37])[CH2:24][CH2:25][N:26]2[C:34](=[O:35])[C:33]3[C:28](=[CH:29][CH:30]=[CH:31][CH:32]=3)[C:27]2=[O:36])[CH2:17][CH2:16]1 |f:2.3|. Procedure: Following general procedure B: a solution of (R)-1-phenyl-3-piperidin-4-yl-4-propyl-imidazolidin-2-one (152 mg, 0.53 mmol), 2-(3-oxo-butyl)-isoindole-1,3-dione (230 mg, 1.06 mmol), NaBH3CN (108 mg, 1.72 mmol) and glacial AcOH (8 drops) in MeOH (2.5 ml) was stirred at 60° C. for 16.5 hours. Standard workup and purification by flash column chromatography on silica (CH2Cl2/MeOH, 29:1) gave 2-{3-[4-((R)-2-oxo-3-phenyl-5-propyl-imidazolidin-1-yl)-piperidin-1-yl]-butyl}-isoindole-1,3-dione, contaminat... The reactants are O=Cc1c[nH]c2c(Br)cc(Cl)cc12, CC(=O)O, CCC[N+](=O)[O-], [NH4+], [NH4+], [NH4+], O=P([O-])([O-])[O-]. The product is N#Cc1c[nH]c2c(Br)cc(Cl)cc12. As a reaction SMILES: [Br:1][c:2]1[cH:3][c:4]([Cl:13])[cH:5][c:6]2[c:7]([CH:11]=[O:12])[cH:8][nH:9][c:10]12.[CH3:28][C:29](=[O:30])[OH:31].[N+:22]([CH2:23][CH2:24][CH3:25])([O-:26])=[O:27].[NH4+:19].[NH4+:20].[NH4+:21].[P:14]([O-:15])([O-:16])([O-:17])=[O:18]>>[Br:1][c:2]1[cH:3][c:4]([Cl:13])[cH:5][c:6]2[c:7]([C:11]#[N:22])[cH:8][nH:9][c:10]12.